From a dataset of the Open Reaction Database (ORD), a public repository of structured organic reaction records. describe an organic reaction: reactants, conditions, products, and yield The reactants are CCOC(C)=O, CCCCCC, FC(F)Sc1ccc(-n2cnnn2)cc1, O=[N+]([O-])O, O=S(=O)(O)O. Product: O=S(c1ccc(-n2cnnn2)cc1)C(F)F. As a reaction SMILES: [C:31]([O:32][CH2:33][CH3:34])(=[O:35])[CH3:36].[CH3:25][CH2:26][CH2:27][CH2:28][CH2:29][CH3:30].[F:1][CH:2]([S:3][c:4]1[cH:5][cH:6][c:7](-[n:10]2[n:11][n:12][n:13][cH:14]2)[cH:8][cH:9]1)[F:15].[OH:21][N+:22](=[O:23])[O-:24].[S:16]([OH:17])(=[O:18])(=[O:19])[OH:20]>>[F:1][CH:2]([S:3]([c:4]1[cH:5][cH:6][c:7](-[n:10]2[n:11][n:12][n:13][cH:14]2)[cH:8][cH:9]1)=[O:17])[F:15].